From a dataset of the Open Reaction Database (ORD), a public repository of structured organic reaction records. describe an organic reaction: reactants, conditions, products, and yield The reactants are C#CC(C)(C)C(=O)O, C(=NC1CCCCC1)=NC1CCCCC1, ClCCl, OCc1ccccc1. Yields the product C#CC(C)(C)C(=O)OCc1ccccc1. RXN SMILES: [CH3:1][C:2]([C:3](=[O:4])[OH:5])([C:6]#[CH:7])[CH3:8].[CH:17]1([N:18]=[C:19]=[N:20][CH:21]2[CH2:22][CH2:23][CH2:24][CH2:25][CH2:26]2)[CH2:27][CH2:28][CH2:29][CH2:30][CH2:31]1.[Cl:32][CH2:33][Cl:34].[OH:9][CH2:10][c:11]1[cH:12][cH:13][cH:14][cH:15][cH:16]1>>[CH3:1][C:2]([C:3](=[O:4])[O:5][CH2:10][c:11]1[cH:12][cH:13][cH:14][cH:15][cH:16]1)([C:6]#[CH:7])[CH3:8].